From a dataset of the Open Reaction Database (ORD), a public repository of structured organic reaction records. describe an organic reaction: reactants, conditions, products, and yield Product: BrC=1C=C2\C(\C(NC(C2=CC1)=O)=O)=C/OC ((4E)-6-bromo-4-(methoxymethylene)isoquinoline-1,3(2H,4H)-dione), CC1CN(CC(N1C)C)C1=CC=C(C=C1)N (4-(3,4,5-trimethyl-piperazin-1-yl)-phenylamine). Reported procedure: Using the procedure described for the preparation of 4Z)-6-bromo-4-({[4-(3,5-dimethylpiperazin-1-yl)phenyl]amino}methylene)isoquinoline-1,3(2H,4H)-dione, after purified using silica gel chromatography (using 5% MeOH/CHCl3 as solvent), 0.68 g (91.0% yield) of light brown solid is obtained from 0.45 g (1.60 mmol) of (4E)-6-bromo-4-(methoxymethylene)isoquinoline-1,3(2H,4H)-dione, and 0.38 g (1.76 mmol) of 4-(3,4,5-trimethyl-piperazin-1-yl)-phenylamine: mp 213-214° C.; MS (ESI) m/z 469.1-471.1 (M+H)... The reactants are BrC=1C=C2/C(/C(NC(C2=CC1)=O)=O)=C/NC1=CC=C(C=C1)N1C[C@H](N([C@H](C1)C)C)C ((4Z)-6-Bromo-4-[({4-[(3R,5S)-3,4,5-trimethylpiperazin-1-yl]phenyl}amino)methylene]-isoquinoline-1,3(2H,4H)-dione), BrC=1C=C2C(C(NC(C2=CC1)=O)=O)=CNC1=CC=C(C=C1)N1CC(NC(C1)C)C (6-bromo-4-({[4-(3,5-dimethylpiperazin-1-yl)phenyl]amino}methylene)isoquinoline-1,3(2H,4H)-dione). As a reaction SMILES: [Br:1][C:2]1[CH:3]=[C:4]2[C:9](=[CH:10][CH:11]=1)[C:8](=[O:12])[NH:7][C:6](=[O:13])/[C:5]/2=[CH:14]\[NH:15][C:16]1[CH:21]=[CH:20][C:19]([N:22]2[CH2:27][C@H:26]([CH3:28])[N:25]([CH3:29])[C@H:24]([CH3:30])[CH2:23]2)=[CH:18][CH:17]=1.BrC1C=C2C(=CC=1)[C:38](=[O:42])NC(=O)C2=CNC1C=CC(N2CC(C)NC(C)C2)=CC=1>>[Br:1][C:2]1[CH:3]=[C:4]2[C:9](=[CH:10][CH:11]=1)[C:8](=[O:12])[NH:7][C:6](=[O:13])/[C:5]/2=[CH:14]/[O:42][CH3:38].[CH3:30][CH:24]1[N:25]([CH3:29])[CH:26]([CH3:28])[CH2:27][N:22]([C:19]2[CH:18]=[CH:17][C:16]([NH2:15])=[CH:21][CH:20]=2)[CH2:23]1. Reactants: C(=O)(O)CN1CCN(CCN(CCNCC1)CC(=O)O)CC(=O)O (1,4,7-triscarboxymethyl-1,4,7,10-tetraazacyclododecane), O1C(COC2=CC=C(C=C2)CC(=O)OCC)C1 (2,3-epoxy-1-[4-(2-ethoxycarbonylmethyl)-phenoxy]-propane), Cl (hydrochloric acid), [OH-].[K+] (potassium hydroxide). The solvent is O1CCOCC1 (dioxane), O (water). Conditions: time 12 hour. Yields the product OC(CN1CCN(CCN(CCN(CC1)CC(=O)O)CC(=O)O)CC(=O)O)COC1=CC=C(C=C1)CC(=O)O (10-[2-Hydroxy-3-(4-(carboxymethyl)-phenoxy)-propyl]-1,4,7-tris(carboxymethyl)-1,4,7,10-tetraazacyclododecane). As a reaction SMILES: [C:1]([CH2:4][N:5]1[CH2:16][CH2:15][NH:14][CH2:13][CH2:12][N:11]([CH2:17][C:18]([OH:20])=[O:19])[CH2:10][CH2:9][N:8]([CH2:21][C:22]([OH:24])=[O:23])[CH2:7][CH2:6]1)([OH:3])=[O:2].[O:25]1[CH2:41][CH:26]1[CH2:27][O:28][C:29]1[CH:34]=[CH:33][C:32]([CH2:35][C:36]([O:38]CC)=[O:37])=[CH:31][CH:30]=1.[OH-].[K+].Cl>O1CCOCC1.O>[OH:25][CH:26]([CH2:27][O:28][C:29]1[CH:34]=[CH:33][C:32]([CH2:35][C:36]([OH:38])=[O:37])=[CH:31][CH:30]=1)[CH2:41][N:14]1[CH2:13][CH2:12][N:11]([CH2:17][C:18]([OH:20])=[O:19])[CH2:10][CH2:9][N:8]([CH2:21][C:22]([OH:24])=[O:23])[CH2:7][CH2:6][N:5]([CH2:4][C:1]([OH:3])=[O:2])[CH2:16][CH2:15]1 |f:2.3|. Reported procedure: 10 g (28.87 mmol) of 1,4,7-triscarboxymethyl-1,4,7,10-tetraazacyclododecane (=DO3A) and 12.99 g (51.96 mmol) of 2,3-epoxy-1-[4-(2-ethoxycarbonylmethyl)-phenoxy]-propane are added in 80 ml of dioxane/60 ml of water and adjusted to pH 13 with 6N potassium hydroxide solution. It is stirred for 12 hours at room temperature. Then, it is refluxed for 2 hours. It is adjusted with 5N hydrochloric acid to pH 7 and evaporated to dryness in a vacuum. The residue is absorptively precipitated in 200 ml of et...